This data is from the Open Reaction Database (ORD), a public repository of structured organic reaction records. The task is: describe an organic reaction: reactants, conditions, products, and yield The reactants are ClCCl, CC(C)(C)OC(=O)N=NC(=O)OC(C)(C)C, OC1CCCCC1, O=C(Nc1ccccc1)N1CCN(Cc2ccc(O)cc2)CC1, c1ccc(P(c2ccccc2)c2ccccc2)cc1. The product is O=C(Nc1ccccc1)N1CCN(Cc2ccc(OC3CCCCC3)cc2)CC1. RXN SMILES: [Cl:66][CH2:67][Cl:68].[N:50]([C:51]([O:52][C:53]([CH3:54])([CH3:55])[CH3:56])=[O:57])=[N:58][C:59]([O:60][C:61]([CH3:62])([CH3:63])[CH3:64])=[O:65].[OH:24][CH:25]1[CH2:26][CH2:27][CH2:28][CH2:29][CH2:30]1.[c:1]1([NH:7][C:8](=[O:9])[N:10]2[CH2:11][CH2:12][N:13]([CH2:16][c:17]3[cH:18][cH:19][c:20]([OH:23])[cH:21][cH:22]3)[CH2:14][CH2:15]2)[cH:2][cH:3][cH:4][cH:5][cH:6]1.[c:31]1([P:32]([c:33]2[cH:34][cH:35][cH:36][cH:37][cH:38]2)[c:39]2[cH:40][cH:41][cH:42][cH:43][cH:44]2)[cH:45][cH:46][cH:47][cH:48][cH:49]1>>[c:1]1([NH:7][C:8](=[O:9])[N:10]2[CH2:11][CH2:12][N:13]([CH2:16][c:17]3[cH:18][cH:19][c:20]([O:23][CH:25]4[CH2:26][CH2:27][CH2:28][CH2:29][CH2:30]4)[cH:21][cH:22]3)[CH2:14][CH2:15]2)[cH:2][cH:3][cH:4][cH:5][cH:6]1. Reactants: CO, N, CC1Oc2ccc(-c3ccccc3)cc2NC1=S. The product is CC1Oc2ccc(-c3ccccc3)cc2N=C1N. As a reaction SMILES: [CH3:20][OH:21].[NH3:19].[c:1]1(-[c:7]2[cH:8][cH:9][c:10]3[c:11]([cH:18]2)[NH:12][C:13](=[S:17])[CH:14]([CH3:16])[O:15]3)[cH:2][cH:3][cH:4][cH:5][cH:6]1>>[c:1]1(-[c:7]2[cH:8][cH:9][c:10]3[c:11]([cH:18]2)[N:12]=[C:13]([NH2:19])[CH:14]([CH3:16])[O:15]3)[cH:2][cH:3][cH:4][cH:5][cH:6]1.